This data is from the Open Reaction Database (ORD), a public repository of structured organic reaction records. The task is: describe an organic reaction: reactants, conditions, products, and yield Starting materials: Cc1ccc2ccc3ccc(C)nc3c2n1, O, O=[N+]([O-])O, O=S(=O)(O)O. Product: Cc1ccc2cc([N+](=O)[O-])c3ccc(C)nc3c2n1. RXN SMILES: [CH3:1][c:2]1[n:3][c:4]2[c:5]3[n:6][c:7]([CH3:16])[cH:8][cH:9][c:10]3[cH:11][cH:12][c:13]2[cH:14][cH:15]1.[OH2:17].[OH:18][N+:19]([O-:20])=[O:21].[S:22](=[O:23])(=[O:24])([OH:25])[OH:26]>>[CH3:1][c:2]1[n:3][c:4]2[c:5]3[n:6][c:7]([CH3:16])[cH:8][cH:9][c:10]3[c:11]([N+:19](=[O:18])[O-:20])[cH:12][c:13]2[cH:14][cH:15]1. The reactants are C(C)(=O)OC[C@@]12C([C@@H]([C@H]([C@@](OC1)(O2)C2=CC(=C(C=C2)Cl)CC2=CC=C(C=C2)OCC)OCC2=CC=CC=C2)OCC2=CC=CC=C2)=O ([(1R,3R,4R,5S)-3,4-dibenzyloxy-5-[4-chloro-3-[(4-ethoxyphenyl)methyl]phenyl]-2-oxo-6,8-dioxabicyclo[3.2.1]octan-1-yl]methyl acetate), [BH4-].[Na+] (sodium borohydride). The solvent is CO.O1CCCC1 (methanol tetrahydrofuran). Reaction conditions: temperature 0 celsius, time 5 minute. Product: C(C)(=O)OC[C@@]12[C@@H]([C@@H]([C@H]([C@@](OC1)(O2)C2=CC(=C(C=C2)Cl)CC2=CC=C(C=C2)OCC)OCC2=CC=CC=C2)OCC2=CC=CC=C2)O ([(1R,2R,3S,4R,5S)-3,4-dibenzyloxy-5-[4-chloro-3-[(4-ethoxyphenyl)methyl]phenyl]-2-hydroxy-6,8-dioxabicyclo[3.2.1]octan-1-yl]methyl acetate). Isolated yield 99.8%. Reaction SMILES: [C:1]([O:4][CH2:5][C@:6]12[O:13][C@:10]([C:14]3[CH:19]=[CH:18][C:17]([Cl:20])=[C:16]([CH2:21][C:22]4[CH:27]=[CH:26][C:25]([O:28][CH2:29][CH3:30])=[CH:24][CH:23]=4)[CH:15]=3)([O:11][CH2:12]1)[C@H:9]([O:31][CH2:32][C:33]1[CH:38]=[CH:37][CH:36]=[CH:35][CH:34]=1)[C@@H:8]([O:39][CH2:40][C:41]1[CH:46]=[CH:45][CH:44]=[CH:43][CH:42]=1)[C:7]2=[O:47])(=[O:3])[CH3:2].[BH4-].[Na+]>CO.O1CCCC1>[C:1]([O:4][CH2:5][C@:6]12[O:13][C@:10]([C:14]3[CH:19]=[CH:18][C:17]([Cl:20])=[C:16]([CH2:21][C:22]4[CH:27]=[CH:26][C:25]([O:28][CH2:29][CH3:30])=[CH:24][CH:23]=4)[CH:15]=3)([O:11][CH2:12]1)[C@H:9]([O:31][CH2:32][C:33]1[CH:34]=[CH:35][CH:36]=[CH:37][CH:38]=1)[C@@H:8]([O:39][CH2:40][C:41]1[CH:46]=[CH:45][CH:44]=[CH:43][CH:42]=1)[C@H:7]2[OH:47])(=[O:3])[CH3:2] |f:1.2,3.4|. Procedure: To a solution of [(1R,3R,4R,5S)-3,4-dibenzyloxy-5-[4-chloro-3-[(4-ethoxyphenyl)methyl]phenyl]-2-oxo-6,8-dioxabicyclo[3.2.1]octan-1-yl]methyl acetate 28h (4.09 g, 6.2 mmol) in an anhydrous methanol/tetrahydrofuran mixture (v/v=3/1, 20 mL) was added sodium borohydride (278 mg, 7.5 mmol) at 0° C. The mixture was stirred at 0° C. for 5 min, then quenched with water at 0° C. and adjusted with saturated aqueous ammonium chloride till pH becomes 7. The mixture was concentrated in vacuo to remove parts ... The reactants are O=C1CCC1, [Cl-], [Cl-], [Cl-], [Cl-], ClCCl, CC1CCCCC1N=[N+]=[N-], [Ti+4]. Product: CC1CCCCC1N1CCCC1=O. As a reaction SMILES: [C:11]1(=[O:15])[CH2:12][CH2:13][CH2:14]1.[Cl-:19].[Cl-:21].[Cl-:22].[Cl-:23].[Cl:16][CH2:17][Cl:18].[N:1](=[N+:2]=[N-:3])[CH:4]1[CH:5]([CH3:10])[CH2:6][CH2:7][CH2:8][CH2:9]1.[Ti+4:20]>>[N:1]1([CH:4]2[CH:5]([CH3:10])[CH2:6][CH2:7][CH2:8][CH2:9]2)[C:11](=[O:15])[CH2:12][CH2:13][CH2:14]1. Starting materials: FC=1C=CC2=C(C(CCO2)(C(=O)N)O)C1 (6-fluoro-4-hydroxy-3,4-dihydro-2H-1-benzopyran-4-carboxamide), S(=O)(Cl)Cl (thionylchloride). Run in C(C)OCC (diethyl ether). Conditions: temperature 28 celsius, time 5 hour. The product is ClC1(CCOC2=C1C=C(C=C2)F)C(=O)N (4-Chloro-6-fluoro-3,4-dihydro-2H-1-benzopyran-4-carboxamide). Reaction SMILES: [F:1][C:2]1[CH:3]=[CH:4][C:5]2[O:10][CH2:9][CH2:8][C:7](O)([C:11]([NH2:13])=[O:12])[C:6]=2[CH:15]=1.S(Cl)([Cl:18])=O>C(OCC)C>[Cl:18][C:7]1([C:11]([NH2:13])=[O:12])[C:6]2[CH:15]=[C:2]([F:1])[CH:3]=[CH:4][C:5]=2[O:10][CH2:9][CH2:8]1. Procedure: A mixture consisting of 6-fluoro-4-hydroxy-3,4-dihydro-2H-1-benzopyran-4-carboxamide (60 mg, 0.28 mmol) and thionylchloride (60 mg, 0.28 mmol) in 1.0 ml of diethyl ether was stirred for 5.0 hours at 28° C. The reaction mixture was evaporated in vacuo to give a pale yellowish oil which was chromatographed on silica gel, eluting with ethyl ether to give 43 mg (67.2%) of the desired refined compound. Product: C(CCCCCCCCCCCCCCCCCCCCCCC)Br (1-tetracosyl bromide). Starting materials: n-alkyl bromides, C(CCCCCCCCCCCCCCCCCCCCCCC)O (1-tetracosanol), alcohol, C1(=CC=CC=C1)P(C1=CC=CC=C1)C1=CC=CC=C1 (Triphenylphosphine), C(Br)(Br)(Br)Br (carbontetrabromide). As a reaction SMILES: C1(P(C2C=CC=CC=2)C2C=CC=CC=2)C=CC=CC=1.[C:20]([Br:24])(Br)(Br)Br.[CH2:25](O)[CH2:26][CH2:27][CH2:28][CH2:29][CH2:30][CH2:31][CH2:32][CH2:33][CH2:34][CH2:35][CH2:36][CH2:37][CH2:38][CH2:39][CH2:40][CH2:41][CH2:42][CH2:43][CH2:44][CH2:45][CH2:46][CH2:47]C>ClCCl>[CH2:20]([Br:24])[CH2:47][CH2:46][CH2:45][CH2:44][CH2:43][CH2:42][CH2:41][CH2:40][CH2:39][CH2:38][CH2:37][CH2:36][CH2:35][CH2:34][CH2:33][CH2:32][CH2:31][CH2:30][CH2:29][CH2:28][CH2:27][CH2:26][CH3:25]. Procedure: A series of n-alkyl bromides (CnH2n+1Br) were purchased from TCI (n=3, 6, 9, 12, 15, and 18) and Aldrich (n=22), and used as received. 1-Tetracosyl bromide (n-C24H49Br) was prepared from the corresponding alcohol (Aldrich) according to the following procedure. Triphenylphosphine (95 mg, 0.36 mmol) and carbontetrabromide (120 mg, 0.36 mmol) were sequentially introduced into a dichloromethane solution (50 ml) dissolved with 1-tetracosanol (60 mg, 0.17 mmol), and the mixture was stirred at room tem... The solvent is ClCCl (dichloromethane). Reaction conditions: time 12 hour. Reactants: C(=O)C1=CC=C(C(C=O)=C1)O (5-formylsalicylaldehyde), C1(=CC=CC=C1)P(C1=CC=CC=C1)(C1=CC=CC=C1)=CC(=O)OC (methyl (triphenyl phosphoranylidene)acetate). The solvent is C1(=CC=CC=C1)C (toluene). Run at time 8 hour. Product: COC(\C=C\C1=CC(=C(C=C1)O)/C=C/C(=O)OC)=O ((E,E)-3,3'-(4-Hydroxy-1,3-phenylene)bis-2-propenoic Acid Dimethyl Ester). Isolated yield 92.4%. As a reaction SMILES: [CH:1]([C:3]1[CH:10]=[C:7]([CH:8]=O)[C:6]([OH:11])=[CH:5][CH:4]=1)=O.C1(P(=[CH:31][C:32]([O:34][CH3:35])=[O:33])(C2C=CC=CC=2)C2C=CC=CC=2)C=CC=CC=1>C1(C)C=CC=CC=1>[CH3:35][O:34][C:32](=[O:33])/[CH:31]=[CH:1]/[C:3]1[CH:4]=[CH:5][C:6]([OH:11])=[C:7](/[CH:8]=[CH:31]/[C:32]([O:34][CH3:35])=[O:33])[CH:10]=1. Reported procedure: A mixture of 5.0 g (33.3 mmol) of 5-formylsalicylaldehyde and 24.5 g (73.3 mmol) of methyl (triphenyl phosphoranylidene)acetate, in 150 mL of toluene was stirred and refluxed for 2.5 hr and then kept at room temperature overnight. The solvent was removed in vacuo and the solid residue was flash-chromatographed on silica gel. There was obtained 8.07 g (92.5%) of the title compound as a colorless solid. Starting materials: COC1=CC=C(C=C1)[C@H]1C[C@H](N(C[C@@H]1OCC=1C=CC2=C(N(CCO2)CCCOC)C1)S(=O)(=O)C1=CC=C(C=C1)C)CC(C(=O)O)(C)C (3-[(2S,4R,5R)-4-(4-methoxy-phenyl)-5-[4-(3-methoxy-propyl)-3,4-dihydro-2H-benzo[1,4]oxazin-6-ylmethoxy]-1-(toluene-4-sulfonyl)-piperidin-2-yl]-2,2-dimethyl-propionic acid), COCCN (2-methoxyethylamine). The product is COCCNC(C(C[C@H]1N(C[C@@H]([C@H](C1)C1=CC=C(C=C1)OC)OCC=1C=CC2=C(N(CCO2)CCCOC)C1)S(=O)(=O)C1=CC=C(C=C1)C)(C)C)=O (N-(2-Methoxy-ethyl)-3-[(2S,4R,5R)-4-(4-methoxy-phenyl)-5-[4-(3-methoxy-propyl)-3,4-dihydro-2H-benzo[1,4]oxazin-6-ylmethoxy]-1-(toluene-4-sulfonyl)-piperidin-2-yl]-2,2-dimethyl-propionamide). As a reaction SMILES: [CH3:1][O:2][C:3]1[CH:8]=[CH:7][C:6]([C@@H:9]2[C@@H:14]([O:15][CH2:16][C:17]3[CH:18]=[CH:19][C:20]4[O:25][CH2:24][CH2:23][N:22]([CH2:26][CH2:27][CH2:28][O:29][CH3:30])[C:21]=4[CH:31]=3)[CH2:13][N:12]([S:32]([C:35]3[CH:40]=[CH:39][C:38]([CH3:41])=[CH:37][CH:36]=3)(=[O:34])=[O:33])[C@H:11]([CH2:42][C:43]([CH3:48])([CH3:47])[C:44](O)=[O:45])[CH2:10]2)=[CH:5][CH:4]=1.[CH3:49][O:50][CH2:51][CH2:52][NH2:53]>>[CH3:49][O:50][CH2:51][CH2:52][NH:53][C:44](=[O:45])[C:43]([CH3:47])([CH3:48])[CH2:42][C@@H:11]1[CH2:10][C@H:9]([C:6]2[CH:7]=[CH:8][C:3]([O:2][CH3:1])=[CH:4][CH:5]=2)[C@@H:14]([O:15][CH2:16][C:17]2[CH:18]=[CH:19][C:20]3[O:25][CH2:24][CH2:23][N:22]([CH2:26][CH2:27][CH2:28][O:29][CH3:30])[C:21]=3[CH:31]=2)[CH2:13][N:12]1[S:32]([C:35]1[CH:40]=[CH:39][C:38]([CH3:41])=[CH:37][CH:36]=1)(=[O:33])=[O:34]. Procedure details: According to general procedure D, 150 mg of 3-[(2S,4R,5R)-4-(4-methoxy-phenyl)-5-[4-(3-methoxy-propyl)-3,4-dihydro-2H-benzo[1,4]oxazin-6-ylmethoxy]-1-(toluene-4-sulfonyl)-piperidin-2-yl]-2,2-dimethyl-propionic acid (from example 65b) and 2-methoxyethylamine are used to afford the title compound as a brown oil. Rf=0.18 (EtOAc-heptane 5:1); Rt=5.05. The reactants are COC(=O)c1sc(-c2cccc(NCC3CCN(C(=O)Nc4ccccc4)CC3)c2)c(Br)c1OCC(=O)OC(C)(C)C, ClCCl, O=C(O)C(F)(F)F. The product is COC(=O)c1sc(-c2cccc(NCC3CCN(C(=O)Nc4ccccc4)CC3)c2)c(Br)c1OCC(=O)O. As a reaction SMILES: [CH3:1][O:2][C:3](=[O:4])[c:5]1[s:6][c:7](-[c:20]2[cH:21][c:22]([NH:26][CH2:27][CH:28]3[CH2:29][CH2:30][N:31]([C:34]([NH:35][c:36]4[cH:37][cH:38][cH:39][cH:40][cH:41]4)=[O:42])[CH2:32][CH2:33]3)[cH:23][cH:24][cH:25]2)[c:8]([Br:19])[c:9]1[O:10][CH2:11][C:12](=[O:13])[O:14][C:15]([CH3:16])([CH3:17])[CH3:18].[Cl:50][CH2:51][Cl:52].[F:43][C:44]([F:45])([F:46])[C:47]([OH:48])=[O:49]>>[CH3:1][O:2][C:3](=[O:4])[c:5]1[s:6][c:7](-[c:20]2[cH:21][c:22]([NH:26][CH2:27][CH:28]3[CH2:29][CH2:30][N:31]([C:34]([NH:35][c:36]4[cH:37][cH:38][cH:39][cH:40][cH:41]4)=[O:42])[CH2:32][CH2:33]3)[cH:23][cH:24][cH:25]2)[c:8]([Br:19])[c:9]1[O:10][CH2:11][C:12](=[O:13])[OH:14].